This data is from the Open Reaction Database (ORD), a public repository of structured organic reaction records. The task is: describe an organic reaction: reactants, conditions, products, and yield The reactants are C(C1=CC=CC=C1)SC1=NN2C(N=C(C=C2)OCC(F)(F)F)=N1 (benzylthio-5-(2,2,2-trifluoroethoxy)-1,2,4-triazolo[1,5-a]pyrimidine). Solvent: C(C)O (ethanol). Yields the product C(C1=CC=CC=C1)SC1=NN2C(N=C(C=C2)OCC)=N1 (2-benzylthio-5-ethoxy-1,2,4-triazolo[1,5-a]pyrimidine). As a reaction SMILES: [CH2:1]([S:8][C:9]1[N:23]=[C:12]2[N:13]=[C:14]([O:17][CH2:18][C:19](F)(F)F)[CH:15]=[CH:16][N:11]2[N:10]=1)[C:2]1[CH:7]=[CH:6][CH:5]=[CH:4][CH:3]=1>C(O)C>[CH2:1]([S:8][C:9]1[N:23]=[C:12]2[N:13]=[C:14]([O:17][CH2:18][CH3:19])[CH:15]=[CH:16][N:11]2[N:10]=1)[C:2]1[CH:3]=[CH:4][CH:5]=[CH:6][CH:7]=1. Procedure details: This material was prepared by heating 2 benzylthio-5-(2,2,2-trifluoroethoxy)-1,2,4-triazolo[1,5-a]pyrimidine in boiling ethanol. The hot mixture was filtered and the filtrate was concentrated. The crude product was recrystallized from isopropanol to yield the desired product as a solid, m.p. 115°-117° C. IR and 1H NMR spectra were in agreement with the assigned structure.